Dataset: the Open Reaction Database (ORD), a public repository of structured organic reaction records. Task: describe an organic reaction: reactants, conditions, products, and yield Starting materials: COc1ccc(C(=O)O)c(OC)c1, Cc1cccc(-c2sc(C)nc2C(=O)N2CC3CC3C2CN)c1. The product is COc1ccc(C(=O)NCC2C3CC3CN2C(=O)c2nc(C)sc2-c2cccc(C)c2)c(OC)c1. Reaction SMILES: [CH3:24][O:25][c:26]1[c:27]([C:28](=[O:29])[OH:30])[cH:31][cH:32][c:33]([O:35][CH3:36])[cH:34]1.[NH2:1][CH2:2][CH:3]1[CH:4]2[CH2:5][CH:6]2[CH2:7][N:8]1[C:9](=[O:10])[c:11]1[n:12][c:13]([CH3:23])[s:14][c:15]1-[c:16]1[cH:17][c:18]([CH3:22])[cH:19][cH:20][cH:21]1>>[NH:1]([CH2:2][CH:3]1[CH:4]2[CH2:5][CH:6]2[CH2:7][N:8]1[C:9](=[O:10])[c:11]1[n:12][c:13]([CH3:23])[s:14][c:15]1-[c:16]1[cH:17][c:18]([CH3:22])[cH:19][cH:20][cH:21]1)[C:28]([c:27]1[c:26]([O:25][CH3:24])[cH:34][c:33]([O:35][CH3:36])[cH:32][cH:31]1)=[O:29]. Reactants: C(C=C)C1(CCN(C(O1)=O)[C@@H](C)C1=CC=C(C=C1)Br)C(C)C (6-allyl-3-((S)-1-(4-bromophenyl)ethyl)-6-isopropyl-1,3-oxazinan-2-one), B.C1CCOC1 (BH3.THF). Solvent: C1CCOC1 (THF). Run at time 2 hour. Product: BrC1=CC=C(C=C1)[C@H](C)N1C(OC(CC1)(C(C)C)CCCO)=O (3-((S)-1-(4-bromophenyl)ethyl)-6-(3-hydroxypropyl)-6-isopropyl-1,3-oxazinan-2-one). The yield is 22.0%. RXN SMILES: [CH2:1]([C:4]1([CH:20]([CH3:22])[CH3:21])[O:9][C:8](=[O:10])[N:7]([C@H:11]([C:13]2[CH:18]=[CH:17][C:16]([Br:19])=[CH:15][CH:14]=2)[CH3:12])[CH2:6][CH2:5]1)[CH:2]=[CH2:3].B.C1C[O:27]CC1>C1COCC1>[Br:19][C:16]1[CH:15]=[CH:14][C:13]([C@@H:11]([N:7]2[CH2:6][CH2:5][C:4]([CH2:1][CH2:2][CH2:3][OH:27])([CH:20]([CH3:22])[CH3:21])[O:9][C:8]2=[O:10])[CH3:12])=[CH:18][CH:17]=1 |f:1.2|. Procedure details: To a solution of 6-allyl-3-((S)-1-(4-bromophenyl)ethyl)-6-isopropyl-1,3-oxazinan-2-one (480 mg, 1.315 mmol) in THF (5 mL) was added BH3.THF (5.3 mL, 5.3 mmol) at 0° C. under N2. The reaction mixture was stirred for 2 h, and quenched with water, 3 M aq NaOH (1 mL), and H2O2 (5 mL). The resulting mixture was stirred for 2 h, extracted with EtOAc, washed with brine, dried over Na2SO4, filtered, and concentrated to afford the crude product, which was purified by prep TLC to give 3-((S)-1-(4-bromophe... Starting materials: CCCCCCN1CC2C(C1)C2(C)c1ccc([N+](=O)[O-])c(NC(C)=O)c1, CO, [K+], [OH-], O. Product: CCCCCCN1CC2C(C1)C2(C)c1ccc([N+](=O)[O-])c(N)c1. Reaction SMILES: [CH2:3]([CH2:4][CH2:5][CH2:6][CH2:7][CH3:8])[N:9]1[CH2:10][CH:11]2[C:12]([CH3:15])([c:16]3[cH:17][cH:18][c:19]([N+:26](=[O:27])[O-:28])[c:20]([NH:22][C:23](=[O:24])[CH3:25])[cH:21]3)[CH:13]2[CH2:14]1.[CH3:29][OH:30].[K+:2].[OH-:1].[OH2:31]>>[CH2:3]([CH2:4][CH2:5][CH2:6][CH2:7][CH3:8])[N:9]1[CH2:10][CH:11]2[C:12]([CH3:15])([c:16]3[cH:17][cH:18][c:19]([N+:26](=[O:27])[O-:28])[c:20]([NH2:22])[cH:21]3)[CH:13]2[CH2:14]1. Starting materials: ClC=1C=C(C=C(C1)Cl)O (3,5-dichlorophenol), C(=O)([O-])[O-].[Cs+].[Cs+] (Cs2CO3), C(C1=CC=CC=C1)Br (benzyl bromide). Run at temperature 45 celsius. Yields the product ClC=1C=C(C=C(C1)Cl)OCC1=CC=CC=C1 (Benzyl 3,5-dichlorophenyl Ether). RXN SMILES: [Cl:1][C:2]1[CH:3]=[C:4]([OH:9])[CH:5]=[C:6]([Cl:8])[CH:7]=1.C([O-])([O-])=O.[Cs+].[Cs+].[CH2:16](Br)[C:17]1[CH:22]=[CH:21][CH:20]=[CH:19][CH:18]=1>>[Cl:1][C:2]1[CH:3]=[C:4]([O:9][CH2:16][C:17]2[CH:22]=[CH:21][CH:20]=[CH:19][CH:18]=2)[CH:5]=[C:6]([Cl:8])[CH:7]=1 |f:1.2.3|. Procedure: To a stirred mixture of 3,5-dichlorophenol (3.00 g, 18.4 mmol) and Cs2CO3 (12.0 g, 36.8 mmol) in dry, degassed DMF (150 mL) was added benzyl bromide (3.46 g, 20.2 mmol) dropwise. The reaction mixture was heated to 45° C. for 18 hours, then the solvent was removed under reduced pressure. The residue was partitioned between saturated aqueous NaHCO3 (75 mL) and CH2Cl2 (100 mL). The aqueous layer was extracted further with CH2Cl2 (25 mL). The combined organic extracts were dried over MgSO4, filtered... The reactants are ClC=1C2=C(N=CN1)OC(=C2C2=CC=C(C=C2)OC)C2=CC=CC=C2 (4-chloro-5-(4-methoxyphenyl)-6-phenylfuro[2,3-d]pyrimidine), ice water, N[C@@H]1C[C@H](CCC1)O (trans-3-aminocyclohexanol), CCN(C(C)C)C(C)C (DIEA). Run in CN(C)C=O (DMF). Conditions: temperature 120 celsius. Yields the product COC1=CC=C(C=C1)C1=C(OC=2N=CN=C(C21)N[C@@H]2C[C@H](CCC2)O)C2=CC=CC=C2 (trans-3-{[5-(4-Methoxyphenyl)-6-phenylfuro[2,3-d]pyrimidin-4-yl]amino}cyclohexanol). RXN SMILES: Cl[C:2]1[C:3]2[C:10]([C:11]3[CH:16]=[CH:15][C:14]([O:17][CH3:18])=[CH:13][CH:12]=3)=[C:9]([C:19]3[CH:24]=[CH:23][CH:22]=[CH:21][CH:20]=3)[O:8][C:4]=2[N:5]=[CH:6][N:7]=1.[NH2:25][C@H:26]1[CH2:31][CH2:30][CH2:29][C@H:28]([OH:32])[CH2:27]1.CCN(C(C)C)C(C)C>CN(C=O)C>[CH3:18][O:17][C:14]1[CH:15]=[CH:16][C:11]([C:10]2[C:3]3[C:2]([NH:25][C@H:26]4[CH2:31][CH2:30][CH2:29][C@H:28]([OH:32])[CH2:27]4)=[N:7][CH:6]=[N:5][C:4]=3[O:8][C:9]=2[C:19]2[CH:24]=[CH:23][CH:22]=[CH:21][CH:20]=2)=[CH:12][CH:13]=1. Procedure: Initially charge 1.0 g (2.97 mmol) of 4-chloro-5-(4-methoxyphenyl)-6-phenylfuro[2,3-d]pyrimidine and 513 mg (approx. 4.5 mmol) of (+/−)-cis/trans-3-aminocyclohexanol (approx. 3:1 cis/trans mixture; prepared according to J. Chem: Soc. Perkin Trans. I, 1994, 537) in 2.7 ml of DMF. After adding 1.03 ml (5.94 mmol) of DIEA, heat the mixture to 120° C. for 2 h. After cooling, add to ice-water. Filter off the precipitated solid with suction, wash with water and dry under reduced pressure. Purify the c... The reactants are COc1ccc2c(n1)N(C(COCc1ccccc1)CO[Si](C)(C)C(C)(C)C)C(=O)CN2, CCO. Product: COc1ccc2c(n1)N(C(CO)CO[Si](C)(C)C(C)(C)C)C(=O)CN2. As a reaction SMILES: [CH3:1][C:2]([CH3:3])([CH3:4])[Si:5]([O:6][CH2:7][CH:8]([CH2:9][O:10][CH2:11][c:12]1[cH:13][cH:14][cH:15][cH:16][cH:17]1)[N:18]1[c:19]2[c:20]([cH:25][cH:26][c:27]([O:29][CH3:30])[n:28]2)[NH:21][CH2:22][C:23]1=[O:24])([CH3:31])[CH3:32].[CH3:33][CH2:34][OH:35]>>[CH3:1][C:2]([CH3:3])([CH3:4])[Si:5]([O:6][CH2:7][CH:8]([CH2:9][OH:10])[N:18]1[c:19]2[c:20]([cH:25][cH:26][c:27]([O:29][CH3:30])[n:28]2)[NH:21][CH2:22][C:23]1=[O:24])([CH3:31])[CH3:32].